This data is from the Open Reaction Database (ORD), a public repository of structured organic reaction records. The task is: describe an organic reaction: reactants, conditions, products, and yield The reactants are NC1=CC2=C(CCN(CC2)CC(C)O)C=C1OC (1-(7-Amino-8-methoxy-1,2,4,5-tetrahydro-3-benzazepin-3-yl)-propan-2-ol), ClC1=NC=C(C(=N1)NC1=C(C=CC=C1)S(=O)(=O)N1CCCC1)Cl ((2,5-Dichloro-pyrimidin-4-yl)-[2-(pyrrolidine-1-sulfonyl)-phenyl]-amine). Yields the product ClC=1C(=NC(=NC1)NC1=CC2=C(CCN(CC2)CC(C)O)C=C1OC)NC1=C(C=CC=C1)S(=O)(=O)N1CCCC1 (1-(7-{5-Chloro-4-[2-(pyrrolidine-1-sulfonyl)-phenylamino]-pyrimidin-2-ylamino}-8-methoxy-1,2,4,5-tetrahydro-3-benzazepin-3-yl)-propan-2-ol). Isolated yield 67.0%. As a reaction SMILES: [NH2:1][C:2]1[C:16]([O:17][CH3:18])=[CH:15][C:5]2[CH2:6][CH2:7][N:8]([CH2:11][CH:12]([OH:14])[CH3:13])[CH2:9][CH2:10][C:4]=2[CH:3]=1.Cl[C:20]1[N:25]=[C:24]([NH:26][C:27]2[CH:32]=[CH:31][CH:30]=[CH:29][C:28]=2[S:33]([N:36]2[CH2:40][CH2:39][CH2:38][CH2:37]2)(=[O:35])=[O:34])[C:23]([Cl:41])=[CH:22][N:21]=1>>[Cl:41][C:23]1[C:24]([NH:26][C:27]2[CH:32]=[CH:31][CH:30]=[CH:29][C:28]=2[S:33]([N:36]2[CH2:40][CH2:39][CH2:38][CH2:37]2)(=[O:35])=[O:34])=[N:25][C:20]([NH:1][C:2]2[C:16]([O:17][CH3:18])=[CH:15][C:5]3[CH2:6][CH2:7][N:8]([CH2:11][CH:12]([OH:14])[CH3:13])[CH2:9][CH2:10][C:4]=3[CH:3]=2)=[N:21][CH:22]=1. Reported procedure: In an analogous manner to Example 1534, the product was prepared from 1-(7-Amino-8-methoxy-1,2,4,5-tetrahydro-3-benzazepin-3-yl)-propan-2-ol and (2,5-Dichloro-pyrimidin-4-yl)-[2-(pyrrolidine-1-sulfonyl)-phenyl]-amine. The product was isolated as a yellow foam (75 mg, 67%). MS (ESI+): 587 (M+H), 1H-NMR (CDCl3, 400 MHz) δ 9.44 (s, 1H), 8.55 (d, J=8 Hz, 1H), 8.16 (s, 1H), 8.04 (s, 1H), 7.96 (d, J=8 Hz, 1H), 7.56 (t, J=8 Hz, 1H), 7.52 (s, 1H), 7.26 (m, 1H), 6.67 (s, 1H), 3.89 (s, 4H), 3.28 (m, 4H), ...